This data is from the Open Reaction Database (ORD), a public repository of structured organic reaction records. The task is: describe an organic reaction: reactants, conditions, products, and yield Starting materials: CCOC(=O)c1c[nH]c(C#N)c1-c1ccccc1[N+](=O)[O-], CCOC(C)=O, [H-], NOP(=O)(c1ccccc1)c1ccccc1, [Na+], [Na], CN(C)C=O. The product is CCOC(=O)c1cn(N)c(C#N)c1-c1ccccc1[N+](=O)[O-]. RXN SMILES: [C:3](#[N:4])[c:5]1[c:6](-[c:15]2[c:16]([N+:21](=[O:22])[O-:23])[cH:17][cH:18][cH:19][cH:20]2)[c:7]([C:10](=[O:11])[O:12][CH2:13][CH3:14])[cH:8][nH:9]1.[CH3:46][CH2:47][O:48][C:49](=[O:50])[CH3:51].[H-:1].[NH2:24][O:25][P:26](=[O:27])([c:28]1[cH:29][cH:30][cH:31][cH:32][cH:33]1)[c:34]1[cH:35][cH:36][cH:37][cH:38][cH:39]1.[Na+:2].[Na:40].[O:41]=[CH:42][N:43]([CH3:44])[CH3:45]>>[C:3](#[N:4])[c:5]1[c:6](-[c:15]2[c:16]([N+:21](=[O:22])[O-:23])[cH:17][cH:18][cH:19][cH:20]2)[c:7]([C:10](=[O:11])[O:12][CH2:13][CH3:14])[cH:8][n:9]1[NH2:24]. Starting materials: [N+](=O)([O-])C1=CC=[N+](C=C1)[O-] (4-Nitropyridine-N-oxide), FC(OC1=CC=C(C=C1)O)(F)F (4-Trifluoromethoxyphenol), C(=O)([O-])[O-].[K+].[K+] (K2CO3), CN(C)C=O (DMF), crude products. Run in C(C)(=O)OCC (ethyl acetate), O (water), CCCCCC (n-hexane), C(C)(=O)OCC (ethyl acetate). Reaction conditions: temperature 85 celsius, time 4.5 hour. The product is FC(OC1=CC=C(OC2=CC=[N+](C=C2)[O-])C=C1)(F)F (4-[4-(Trifluoromethoxy)phenoxy]pyridine-N-oxide). Yield: 85.7%. RXN SMILES: [N+]([C:4]1[CH:9]=[CH:8][N+:7]([O-:10])=[CH:6][CH:5]=1)([O-])=O.[F:11][C:12]([F:22])([F:21])[O:13][C:14]1[CH:19]=[CH:18][C:17]([OH:20])=[CH:16][CH:15]=1.C([O-])([O-])=O.[K+].[K+].CN(C=O)C>C(OCC)(=O)C.CCCCCC.O>[F:11][C:12]([F:21])([F:22])[O:13][C:14]1[CH:19]=[CH:18][C:17]([O:20][C:4]2[CH:9]=[CH:8][N+:7]([O-:10])=[CH:6][CH:5]=2)=[CH:16][CH:15]=1 |f:2.3.4|. Reported procedure: 4-Nitropyridine-N-oxide (84.00 g), 4-Trifluoromethoxyphenol (107.8 g), K2CO3 (165.7 g) and DMF (420 mL) were placed in a vessel and stirred at 80-90° C. for 4.5 hr. The reaction mixture was then cooled to room temperature and water (2500 mL) and ethyl acetate (2500 mL) were added. The organic material was taken up in ethyl acetate and then the aqueous layer was extracted with ethyl acetate (1000 mL). The all organic extracts were washed three times with water (1000 mL×3). And then the organic ex... The reactants are ClC1=NC2=CC=C(C=C2C=C1)C(F)(F)F (2-chloro-6-trifluoromethylquinoline), ClC1=NC2=CC=C(C=C2C=C1)C(F)(F)F (2-chloro-6-trifluoromethylquinoline), CCOC(=O)/C=C/CP(=O)(OCC)OCC (triethyl 4-phosphonocrotonate). The product is C(C(C)C)NC(\C=C\C=C\CCCCCCCOC1=NC2=CC=C(C=C2C=C1)C(F)(F)F)=O ((2E,4E)-N-Isobutyl 12-(6-trifluoromethyl-2-quinolinyloxy) dodeca-2,4-dienamide). As a reaction SMILES: Cl[C:2]1[CH:11]=[CH:10][C:9]2[C:4](=[CH:5][CH:6]=[C:7]([C:12]([F:15])([F:14])[F:13])[CH:8]=2)[N:3]=1.CCO[C:19](/[CH:21]=[CH:22]/[CH2:23]P(OCC)(OCC)=O)=[O:20]>>[CH2:4]([NH:3][C:19](=[O:20])/[CH:21]=[CH:22]/[CH:23]=[CH:5]/[CH2:6][CH2:7][CH2:12][CH2:23][CH2:22][CH2:21][CH2:19][O:20][C:2]1[CH:11]=[CH:10][C:9]2[C:4](=[CH:5][CH:6]=[C:7]([C:12]([F:15])([F:14])[F:13])[CH:8]=2)[N:3]=1)[CH:9]([CH3:10])[CH3:8]. Procedure: Starting from 2-chloro-6-trifluoromethylquinoline (prepared as for Compound 23 starting from 4-trifluoromethyl aniline (ex. Aldrich)), and using triethyl 4-phosphonocrotonate. Starting materials: BrCCCCCBr, C1=C(C2=NNCCCCCCCC2)CCCCCCCCC1, CCO, Nc1cc2c(cn1)[nH]c1ccccc12, C1CCOC1. The product is c1ccc2c(c1)[nH]c1cnc(N3CCCCC3)cc12. RXN SMILES: [Br:15][CH2:16][CH2:17][CH2:18][CH2:19][CH2:20][Br:21].[C:22]1([C:23]2=[CH:33][CH2:32][CH2:31][CH2:30][CH2:29][CH2:28][CH2:27][CH2:26][CH2:25][CH2:24]2)=[N:43][NH:42][CH2:41][CH2:40][CH2:39][CH2:38][CH2:37][CH2:36][CH2:35][CH2:34]1.[CH3:49][CH2:50][OH:51].[NH2:1][c:2]1[n:3][cH:4][c:5]2[nH:6][c:7]3[cH:8][cH:9][cH:10][cH:11][c:12]3[c:13]2[cH:14]1.[O:44]1[CH2:45][CH2:46][CH2:47][CH2:48]1>>[N:1]1([c:2]2[n:3][cH:4][c:5]3[nH:6][c:7]4[cH:8][cH:9][cH:10][cH:11][c:12]4[c:13]3[cH:14]2)[CH2:16][CH2:17][CH2:18][CH2:19][CH2:20]1. Reactants: CC(C)(C)OC(=O)n1nc(-c2ccccc2)c2cc(NS(=O)(=O)c3cccc(F)c3)ccc21, ClC(Cl)Cl, C[Si](C)(C)I, N. Yields the product O=S(=O)(Nc1ccc2[nH]nc(-c3ccccc3)c2c1)c1cccc(F)c1. RXN SMILES: [C:1]([O:2][C:3](=[O:4])[n:8]1[n:9][c:10](-[c:28]2[cH:29][cH:30][cH:31][cH:32][cH:33]2)[c:11]2[cH:12][c:13]([NH:17][S:18](=[O:19])(=[O:20])[c:21]3[cH:22][c:23]([F:27])[cH:24][cH:25][cH:26]3)[cH:14][cH:15][c:16]12)([CH3:5])([CH3:6])[CH3:7].[CH:40]([Cl:41])([Cl:42])[Cl:43].[I:34][Si:35]([CH3:36])([CH3:37])[CH3:38].[NH3:39]>>[nH:8]1[n:9][c:10](-[c:28]2[cH:29][cH:30][cH:31][cH:32][cH:33]2)[c:11]2[cH:12][c:13]([NH:17][S:18](=[O:19])(=[O:20])[c:21]3[cH:22][c:23]([F:27])[cH:24][cH:25][cH:26]3)[cH:14][cH:15][c:16]12. RXN SMILES: [NH2:1][C:2]1[CH:15]=[CH:14][C:13]2[NH:12][C:11]3[C:6](=[CH:7][CH:8]=[C:9]([NH2:16])[CH:10]=3)[C:5](=[O:17])[C:4]=2[CH:3]=1.[Cl:18][CH2:19][CH2:20][C:21](Cl)=[O:22]>>[Cl:18][CH2:19][CH2:20][C:21]([NH:1][C:2]1[CH:15]=[CH:14][C:13]2[NH:12][C:11]3[C:6](=[CH:7][CH:8]=[C:9]([NH:16][C:21](=[O:22])[CH2:20][CH2:19][Cl:18])[CH:10]=3)[C:5](=[O:17])[C:4]=2[CH:3]=1)=[O:22]. Procedure: 2,6-Diamino-9(10H)-acridone (AR-ACO-8, 8.40 g, 37.3 mmol was suspended in 3-chloropropionyl chloride (100 mL), stirred at room temperature for 1 hr, at 90° C. for 1 hr, and at reflux for 6 hr. Allowed to stand at room temperature overnight and then chilled with ice-water. The product was collected and washed with acetone (2×30 mL) followed by toluene (3×30 mL), acetone again (4×30 mL), ethanol (2×30 mL), dry ether (2×30 mL) and finally hexane (2×30 mL). The product was dried over P2O5 under vacu... Yields the product ClCCC(=O)NC1=CC=2C(C3=CC=C(C=C3NC2C=C1)NC(CCCl)=O)=O (2,6-Bis(3-chloropropionamido)-9(10H)-acridone). Run at temperature 90 celsius, time 1 hour. Reactants: NC1=CC=2C(C3=CC=C(C=C3NC2C=C1)N)=O (2,6-Diamino-9(10H)-acridone), ice water, ClCCC(=O)Cl (3-chloropropionyl chloride).